From a dataset of the Open Reaction Database (ORD), a public repository of structured organic reaction records. describe an organic reaction: reactants, conditions, products, and yield Starting materials: C(C)S(=O)(=O)C1=C(C(=C(C(=O)O)C=C1)Cl)Cl (4-Ethylsulfonyl-2,3-dichlorobenzoic Acid), C(C)S (ethyl mercaptan), [OH-].[Na+] (sodium hydroxide), Cl (hydrochloric acid), S(O)(O)(=O)=O (sulfuric acid), methyl esters. Run in C(CCl)Cl (ethylene dichloride), CO (methanol), O (water). Product: C(C)SC=1C(=C(C(=O)O)C=CC1SCC)Cl (3,4-bis-ethylthio-2-chlorobenzoic acid), ClC1=C(C(=S)O)C=CC(=C1CC)S(=O)(=O)CC (2-chloro-4-ethylsulfonyl-3-ethylthio-benzoic acid). As a reaction SMILES: [CH2:1]([S:3]([C:6]1[CH:14]=[CH:13][C:9]([C:10]([OH:12])=[O:11])=[C:8]([Cl:15])[C:7]=1Cl)(=[O:5])=[O:4])[CH3:2].[CH2:17]([SH:19])[CH3:18].[OH-].[Na+].Cl.[S:23](=O)(=O)(O)O>O.C(Cl)CCl.CO>[CH2:17]([S:19][C:7]1[C:8]([Cl:15])=[C:9]([CH:13]=[CH:14][C:6]=1[S:3][CH2:1][CH3:2])[C:10]([OH:12])=[O:11])[CH3:18].[Cl:15][C:8]1[C:7]([CH2:17][CH3:18])=[C:6]([S:3]([CH2:1][CH3:2])(=[O:4])=[O:5])[CH:14]=[CH:13][C:9]=1[C:10]([OH:12])=[S:23] |f:2.3|. Procedure details: A solution of the 4-ethylsulfonyl-2,3-dichlorobenzoic acid prepared in Example 3 (0.2 mole), ethyl mercaptan (0.8 mole), sodium hydroxide (1 mole) in water (300 ml) was heated at reflux for 24 hours. After cooling, the reaction mixture was acidified with concentrated hydrochloric acid and extracted with methylene chloride. The layers were separated, and the methylene chloride layer was dried over magnesium sulfate. Evaporation of the methylene chloride in vacuo then afforded a mixture of the aci... Starting materials: ClC1=C(C2=C(CCN(CC2)C(C(F)(F)F)=O)C=C1)OS(=O)(=O)C(F)(F)F (7-chloro-3-(2,2,2-trifluoroacetyl)-6-trifluoromethanesulfonyloxy-2,3,4,5-tetrahydro-1H-benzo[d]azepine), C(C)(C)(C)[Si](OC1CNC1)(C)C (3-(tert-butyldimethyl-silanyloxy)-azetidine), C=1C=CC(=CC1)P(C=2C=CC=CC2)C3=CC=C4C=CC=CC4=C3C5=C6C=CC=CC6=CC=C5P(C=7C=CC=CC7)C=8C=CC=CC8 (BINAP), C([O-])([O-])=O.[Cs+].[Cs+] (cesium carbonate). Reagents/catalysts: C(C)(=O)[O-].[Pd+2].C(C)(=O)[O-] (palladium (II) acetate), C=1C=CC(=CC1)/C=C/C(=O)/C=C/C2=CC=CC=C2.C=1C=CC(=CC1)/C=C/C(=O)/C=C/C2=CC=CC=C2.C=1C=CC(=CC1)/C=C/C(=O)/C=C/C2=CC=CC=C2.[Pd].[Pd] (tris(dibenzylideneacetone)dipalladium(0)). The solvent is C1(=CC=CC=C1)C (toluene). Reaction conditions: temperature 95 celsius. Product: ClC1=C(C2=C(CCN(CC2)C(C(F)(F)F)=O)C=C1)N1CC(C1)O[Si](C)(C)C(C)(C)C (7-Chloro-6-[3-(tert-butyldimethyl-silanyloxy)-azetidin-1-yl]-3-(2,2,2-trifluoroacetyl)-2,3,4,5-tetrahydro-1H-benzo[d]azepine). Isolated yield 72.0%. Reaction SMILES: [Cl:1][C:2]1[CH:18]=[CH:17][C:5]2[CH2:6][CH2:7][N:8]([C:11](=[O:16])[C:12]([F:15])([F:14])[F:13])[CH2:9][CH2:10][C:4]=2[C:3]=1OS(C(F)(F)F)(=O)=O.[C:27]([Si:31]([CH3:38])([CH3:37])[O:32][CH:33]1[CH2:36][NH:35][CH2:34]1)([CH3:30])([CH3:29])[CH3:28].C1C=CC(P(C2C(C3C(P(C4C=CC=CC=4)C4C=CC=CC=4)=CC=C4C=3C=CC=C4)=C3C(C=CC=C3)=CC=2)C2C=CC=CC=2)=CC=1.C(=O)([O-])[O-].[Cs+].[Cs+]>C([O-])(=O)C.[Pd+2].C([O-])(=O)C.C1C=CC(/C=C/C(/C=C/C2C=CC=CC=2)=O)=CC=1.C1C=CC(/C=C/C(/C=C/C2C=CC=CC=2)=O)=CC=1.C1C=CC(/C=C/C(/C=C/C2C=CC=CC=2)=O)=CC=1.[Pd].[Pd].C1(C)C=CC=CC=1>[Cl:1][C:2]1[CH:18]=[CH:17][C:5]2[CH2:6][CH2:7][N:8]([C:11](=[O:16])[C:12]([F:15])([F:14])[F:13])[CH2:9][CH2:10][C:4]=2[C:3]=1[N:35]1[CH2:34][CH:33]([O:32][Si:31]([C:27]([CH3:30])([CH3:29])[CH3:28])([CH3:37])[CH3:38])[CH2:36]1 |f:3.4.5,6.7.8,9.10.11.12.13|. Procedure: Use 7-chloro-3-(2,2,2-trifluoroacetyl)-6-trifluoromethanesulfonyloxy-2,3,4,5-tetrahydro-1H-benzo[d]azepine (prepared essentially as described in Preparation 1)(979 mg, 2.3 mmol), 3-(tert-butyldimethyl-silanyloxy)-azetidine (880 mg, 4.7 mmol), palladium (II) acetate (51.6 mg, 0.23 mmol), tris(dibenzylideneacetone)dipalladium(0) (211 mg, 0.23 mmol), BINAP (racemic, 215 mg, 0.345 mmol), cesium carbonate (1.1 g, 3.45 mmol), anhydrous toluene (50 mL) and degas and fill with nitrogen (3 times). Seal t... The reactants are [Al+3], Cc1ccc2c(c1)C(C)(C)CC(CCl)C2(C)C, Cl, [H-], [H-], [H-], [H-], [Li+], C1CCOC1. Product: Cc1ccc2c(c1)C(C)(C)CC(C)C2(C)C. As a reaction SMILES: [Al+3:2].[Cl:7][CH2:8][CH:9]1[C:10]([CH3:22])([CH3:23])[c:11]2[cH:12][cH:13][c:14]([CH3:21])[cH:15][c:16]2[C:17]([CH3:19])([CH3:20])[CH2:18]1.[ClH:24].[H-:1].[H-:4].[H-:5].[H-:6].[Li+:3].[O:25]1[CH2:26][CH2:27][CH2:28][CH2:29]1>>[CH3:8][CH:9]1[C:10]([CH3:22])([CH3:23])[c:11]2[cH:12][cH:13][c:14]([CH3:21])[cH:15][c:16]2[C:17]([CH3:19])([CH3:20])[CH2:18]1. Reactants: COCC=1N=C(NC(C1CC1=CC=C(C=C1)C=1C(=CC=CC1)C#N)=O)C (4′-{[4-(methoxymethyl)-2-methyl-6-oxo-1,6-dihydropyrimidin-5-yl]methyl}biphenyl-2-carbonitrile), [H-].[Na+] (sodium hydride), CN(C=O)C (N,N-dimethylformamide), BrCC=1SC=CC1 (2-(bromomethyl)thiophene). Solvent: C(C)(=O)OCC (ethyl acetate). Conditions: time 10 minute. Yields the product COCC=1N=C(N(C(C1CC1=CC=C(C=C1)C=1C(=CC=CC1)C#N)=O)CC=1SC=CC1)C (4′-{[4-(methoxymethyl)-2-methyl-6-oxo-1-(2-thienylmethyl)-1,6-dihydropyrimidin-5-yl]methyl}biphenyl-2-carbonitrile). The yield is 53.2%. RXN SMILES: [CH3:1][O:2][CH2:3][C:4]1[N:5]=[C:6]([CH3:26])[NH:7][C:8](=[O:25])[C:9]=1[CH2:10][C:11]1[CH:16]=[CH:15][C:14]([C:17]2[C:18]([C:23]#[N:24])=[CH:19][CH:20]=[CH:21][CH:22]=2)=[CH:13][CH:12]=1.[H-].[Na+].CN(C)C=O.Br[CH2:35][C:36]1[S:37][CH:38]=[CH:39][CH:40]=1>C(OCC)(=O)C>[CH3:1][O:2][CH2:3][C:4]1[N:5]=[C:6]([CH3:26])[N:7]([CH2:35][C:36]2[S:37][CH:38]=[CH:39][CH:40]=2)[C:8](=[O:25])[C:9]=1[CH2:10][C:11]1[CH:16]=[CH:15][C:14]([C:17]2[C:18]([C:23]#[N:24])=[CH:19][CH:20]=[CH:21][CH:22]=2)=[CH:13][CH:12]=1 |f:1.2|. Procedure details: A mixture of 4′-{[4-(methoxymethyl)-2-methyl-6-oxo-1,6-dihydropyrimidin-5-yl]methyl}biphenyl-2-carbonitrile (1 g), sodium hydride (0.17 g) and N,N-dimethylformamide (10 mL) was stirred at room temperature for 10 min, 2-(bromomethyl)thiophene (4.5 g) was added, and the mixture was stirred at room temperature for 16 hr. The reaction mixture was diluted with ethyl acetate, washed with 5% aqueous potassium hydrogen sulfate solution and then with saturated brine, and dried over anhydrous magnesium su... The reactants are Cl.Cl.CC1OC(CN(C1)C1=CC=C(N=N1)NN)C (6-(2,6-dimethyl-morpholino)-3-hydrazino-pyridazine dihydrochloride), C(C)(=O)[O-].[Na+] (sodium acetate), CC(CCC(C)=O)=O (2,5-hexanedione). The solvent is C(C)(=O)O (acetic acid). The product is CC1OC(CN(C1)C1=CC=C(N=N1)NN1C(=CC=C1C)C)C (6-(2,6-Dimethyl-morpholino)-N-(2,5-dimethyl-1H-pyrrol-1-yl)-3-pyridazineamine). As a reaction SMILES: Cl.Cl.[CH3:3][CH:4]1[CH2:9][N:8]([C:10]2[N:15]=[N:14][C:13]([NH:16][NH2:17])=[CH:12][CH:11]=2)[CH2:7][CH:6]([CH3:18])[O:5]1.C([O-])(=O)C.[Na+].[CH3:24][C:25](=O)[CH2:26][CH2:27][C:28](=O)[CH3:29]>C(O)(=O)C>[CH3:3][CH:4]1[CH2:9][N:8]([C:10]2[N:15]=[N:14][C:13]([NH:16][N:17]3[C:28]([CH3:29])=[CH:27][CH:26]=[C:25]3[CH3:24])=[CH:12][CH:11]=2)[CH2:7][CH:6]([CH3:18])[O:5]1 |f:0.1.2,3.4|. Reported procedure: The compound is prepared according to the procedure of example 2 by contacting 3.8 g (12.8 m moles) of 6-(2,6-dimethyl-morpholino)-3-hydrazino-pyridazine dihydrochloride (prepared according to the procedure described in U.K. Pat. No. 1.157.642; m.p. 217°-220° C.), 2.2 g (25.6 m moles) of sodium acetate and 1.61 g (14.1 m moles) of 2,5-hexanedione in 20 ml of acetic acid. The yield is 1.8 g (47%) of the product of the title which melts at 147°-148° C. when crystallized from ethyl ether.